This data is from the Open Reaction Database (ORD), a public repository of structured organic reaction records. The task is: describe an organic reaction: reactants, conditions, products, and yield Starting materials: C1(CC1)C=1C(=CC(=NC1)C(=O)O)OCC(F)(F)F (5-Cyclopropyl-4-(2,2,2-trifluoro-ethoxy)-pyridine-2-carboxylic acid), C(C)NC(C)(C)C (N-ethyl-2-methylpropan-2-amine). The product is C(C)(C)(C)N(C(=O)C1=NC=C(C(=C1)OCC(F)(F)F)C1CC1)CC (5-Cyclopropyl-4-(2,2,2-trifluoro-ethoxy)-pyridine-2-carboxylic acid tert-butyl-ethyl-amide). Reaction SMILES: [CH:1]1([C:4]2[C:5]([O:13][CH2:14][C:15]([F:18])([F:17])[F:16])=[CH:6][C:7]([C:10]([OH:12])=O)=[N:8][CH:9]=2)[CH2:3][CH2:2]1.[CH2:19]([NH:21][C:22]([CH3:25])([CH3:24])[CH3:23])[CH3:20]>>[C:22]([N:21]([CH2:19][CH3:20])[C:10]([C:7]1[CH:6]=[C:5]([O:13][CH2:14][C:15]([F:18])([F:17])[F:16])[C:4]([CH:1]2[CH2:2][CH2:3]2)=[CH:9][N:8]=1)=[O:12])([CH3:25])([CH3:24])[CH3:23]. Reported procedure: The title compound was synthesized in analogy to Example 23b, using 5-Cyclopropyl-4-(2,2,2-trifluoro-ethoxy)-pyridine-2-carboxylic acid (Example 48c) and N-ethyl-2-methylpropan-2-amine (CAN 4432-77-3) as starting materials and isolated (50 mg, 47%) as a light yellow solid; MS (ESI, m/z): 345.7 (M+H+). Reactants: C(C1=CC=CC=C1)OC(NC(CC(C)C)C=NO)=O ([1-(hydroxyimino-methyl)-3-methyl-butyl]-carbamic acid benzyl ester), C(C)OC(C#C)OCC (3,3-diethoxy-propyne). The reagents and catalysts are TEA. The solvent is C(Cl)Cl (CH2Cl2). Product: C(C1=CC=CC=C1)OC(NC(CC(C)C)C1=NOC(=C1)C(OCC)OCC)=O ([1-(5-Diethoxymethyl-isoxazol-3-yl)-3-methyl-butyl]-carbamic acid benzyl ester). Yield: 52.4%. RXN SMILES: [CH2:1]([O:8][C:9](=[O:19])[NH:10][CH:11]([CH:16]=[N:17][OH:18])[CH2:12][CH:13]([CH3:15])[CH3:14])[C:2]1[CH:7]=[CH:6][CH:5]=[CH:4][CH:3]=1.[CH2:20]([O:22][CH:23]([O:26][CH2:27][CH3:28])[C:24]#[CH:25])[CH3:21]>C(Cl)Cl>[CH2:1]([O:8][C:9](=[O:19])[NH:10][CH:11]([C:16]1[CH:25]=[C:24]([CH:23]([O:26][CH2:27][CH3:28])[O:22][CH2:20][CH3:21])[O:18][N:17]=1)[CH2:12][CH:13]([CH3:15])[CH3:14])[C:2]1[CH:3]=[CH:4][CH:5]=[CH:6][CH:7]=1. Procedure details: A mixture of [1-(hydroxyimino-methyl)-3-methyl-butyl]-carbamic acid benzyl ester (1.2 g, 4.5 mmol), 3,3-diethoxy-propyne (1.5 g, 11.4 mmol), CH2Cl2 (40 ml) and TEA (6 drops) was stirred until homogeneous, then Clorox bleach (20 ml) was added. After stirring vigorously for 12 h the layers were separated and the aqueous layer was extracted with CH2Cl2 (3×). The combined organics were dried over Na2SO4; filtered; and concentrated under reduced pressure to give a yellow oil. Purification by Flash 40... Starting materials: CC(C)(C)OC(=O)N1CCc2[nH]nc(-c3ccc(Cl)cc3)c2CC1, CC(=O)[O-], CC(=O)[O-], ClCCl, [Cu+2], OB(O)c1ccccc1, c1ccncc1. Product: CC(C)(C)OC(=O)N1CCc2c(-c3ccc(Cl)cc3)nn(-c3ccccc3)c2CC1. RXN SMILES: [C:1]([CH3:2])([CH3:3])([CH3:4])[O:5][C:6](=[O:7])[N:8]1[CH2:9][CH2:10][c:11]2[c:12](-[c:18]3[cH:19][cH:20][c:21]([Cl:24])[cH:22][cH:23]3)[n:13][nH:14][c:15]2[CH2:16][CH2:17]1.[C:43]([O-:44])(=[O:45])[CH3:46].[C:48]([O-:49])(=[O:50])[CH3:51].[Cl:40][CH2:41][Cl:42].[Cu+2:47].[OH:25][B:26]([OH:27])[c:28]1[cH:29][cH:30][cH:31][cH:32][cH:33]1.[cH:34]1[cH:35][cH:36][n:37][cH:38][cH:39]1>>[C:1]([CH3:2])([CH3:3])([CH3:4])[O:5][C:6](=[O:7])[N:8]1[CH2:9][CH2:10][c:11]2[c:12](-[c:18]3[cH:19][cH:20][c:21]([Cl:24])[cH:22][cH:23]3)[n:13][n:14](-[c:28]3[cH:29][cH:30][cH:31][cH:32][cH:33]3)[c:15]2[CH2:16][CH2:17]1. Reactants: 2,2-azobis(dimethyl-2-isobutyrate), C=CC1=CC=CC=C1 (Styrene), 2,2-azobis(dimethyl-2-isobutyrate), [Cl-].C(=C)C[N+](C)(C)CC1=CC=CC=C1 (vinylbenzyltrimethylammonium chloride), COCCO (2-methoxy-ethanol), 2,2-azobis(dimethylisobutyrate). The solvent is CCCCCC (hexane). Reaction conditions: temperature 75 celsius, time 2 hour. Product: C=CC1=CC=CC=C1.[Cl-].C(=C)C[N+](C)(C)CC1=CC=CC=C1 (styrene vinylbenzyltrimethylammonium chloride). RXN SMILES: [CH2:1]=[CH:2][C:3]1[CH:8]=[CH:7][CH:6]=[CH:5][CH:4]=1.[Cl-:9].[CH:10]([CH2:12][N+:13]([CH2:16][C:17]1[CH:22]=[CH:21][CH:20]=[CH:19][CH:18]=1)([CH3:15])[CH3:14])=[CH2:11].COCCO>CCCCCC>[CH2:1]=[CH:2][C:3]1[CH:8]=[CH:7][CH:6]=[CH:5][CH:4]=1.[Cl-:9].[CH:10]([CH2:12][N+:13]([CH2:16][C:17]1[CH:18]=[CH:19][CH:20]=[CH:21][CH:22]=1)([CH3:15])[CH3:14])=[CH2:11] |f:1.2,5.6.7|. Procedure: Styrene (102.96 g) (0.99 mol), 44.2 g (0.21 mol) of vinylbenzyltrimethylammonium chloride and 446 g of 2-methoxy-ethanol were put in a three necked flask and heated at constant temperature of 75° C. with stirring under nitrogen gas flow. Thereafter, 76 g (12 mmol) of 2,2-azobis(dimethyl-2-isobutyrate) was added to the above solution, followed by stirring. After 2 hours, 76 g (12 mmol) of 2,2-azobis(dimethyl-2-isobutyrate) was further added. Further, after 2 hours, 2.76 g (12 mmol) of 2,2-azobis(... Reactants: N1CCCC2=CC=C(C=C12)NC(=O)C1=CC=C(C=C1)C1=CC=CC=C1 (N-(1,2,3,4-Tetrahydroquinolin-7-yl)-1,1′-biphenyl-4-carboxamide), C([O-])([O-])=O.[K+].[K+] (potassium carbonate), [I-].[K+] (potassium iodide), ClCCOCCC (2-chloroethyl-n-propyl ether). Run in CN(C)C=O (DMF). Reaction conditions: time 48 hour. Product: C(CC)OCCN1CCCC2=CC=C(C=C12)NC(=O)C1=CC=C(C=C1)C1=CC=CC=C1 (N-[1-(2-n-Propyloxyethyl)-1,2,3,4-tetrahydroquinolin-7-yl]-1,1′-biphenyl-4-carboxamide). As a reaction SMILES: [NH:1]1[C:10]2[C:5](=[CH:6][CH:7]=[C:8]([NH:11][C:12]([C:14]3[CH:19]=[CH:18][C:17]([C:20]4[CH:25]=[CH:24][CH:23]=[CH:22][CH:21]=4)=[CH:16][CH:15]=3)=[O:13])[CH:9]=2)[CH2:4][CH2:3][CH2:2]1.C(=O)([O-])[O-].[K+].[K+].[I-].[K+].Cl[CH2:35][CH2:36][O:37][CH2:38][CH2:39][CH3:40]>CN(C=O)C>[CH2:38]([O:37][CH2:36][CH2:35][N:1]1[C:10]2[C:5](=[CH:6][CH:7]=[C:8]([NH:11][C:12]([C:14]3[CH:19]=[CH:18][C:17]([C:20]4[CH:21]=[CH:22][CH:23]=[CH:24][CH:25]=4)=[CH:16][CH:15]=3)=[O:13])[CH:9]=2)[CH2:4][CH2:3][CH2:2]1)[CH2:39][CH3:40] |f:1.2.3,4.5|. Procedure: N-(1,2,3,4-Tetrahydroquinolin-7-yl)-1,1′-biphenyl-4-carboxamide (Example 24) (66 mg, 0.2 mmol), potassium carbonate (41 mg, 0.3 mmol), potassium iodide (100 mg, 0.6 mmol) and 2-chloroethyl-n-propyl ether (38 ul, 0.3 mmol) in DMF (1 ml) were heated at 60° C. for 17 h then 100° C. for 48 h. After cooling to ambient temperature the reaction mixture was purified on a silica SPE column. Elution with 8% EtOAc/60-80° C. petroleum ether gave the title compound as a yellow solid. 1H NMR (250 MHz, CDCl3) ... Reactants: CN(C)c1nc(-c2ccco2)c2scc(Br)c2n1, CCCC[Sn](CCCC)(CCCC)c1ccco1, CN(C)C=O, O, c1ccc([As](c2ccccc2)c2ccccc2)cc1. The product is CN(C)c1nc(-c2ccco2)c2scc(-c3ccco3)c2n1. As a reaction SMILES: [Br:20][c:21]1[cH:22][s:23][c:24]2[c:25]1[n:26][c:27]([N:35]([CH3:36])[CH3:37])[n:28][c:29]2-[c:30]1[o:31][cH:32][cH:33][cH:34]1.[CH2:38]([Sn:39]([CH2:40][CH2:41][CH2:42][CH3:48])([c:43]1[o:44][cH:45][cH:46][cH:47]1)[CH2:49][CH2:50][CH2:51][CH3:52])[CH2:53][CH2:54][CH3:55].[O:57]=[CH:58][N:59]([CH3:60])[CH3:61].[OH2:56].[cH:1]1[cH:2][cH:3][c:4]([As:5]([c:6]2[cH:7][cH:8][cH:9][cH:10][cH:11]2)[c:12]2[cH:13][cH:14][cH:15][cH:16][cH:17]2)[cH:18][cH:19]1>>[c:21]1(-[c:43]2[o:44][cH:45][cH:46][cH:47]2)[cH:22][s:23][c:24]2[c:25]1[n:26][c:27]([N:35]([CH3:36])[CH3:37])[n:28][c:29]2-[c:30]1[o:31][cH:32][cH:33][cH:34]1. Procedure: (Z)-5-((6-methoxy-2-(4-((((6-(thiophen-3-yl)pyridin-2-yl)methyl)amino)methyl)piperidin-1-yl)pyrimidin-4-yl)methylene)thiazolidine-2,4-dione was prepared using (Z)-5-((2-(4-(aminomethyl)piperidin-1-yl)-6-methoxypyrimidin-4-yl)methylene)thiazolidine-2,4-dione (Example 153), the general reductive amination procedure and 6-(thiophen-3-yl)picolinaldehyde (34.3 mg, 65 mg theoretical, 52.8%). LC-MS m/z 523 (M+1). Starting materials: NCC1CCN(CC1)C1=NC(=CC(=N1)\C=C/1\C(NC(S1)=O)=O)OC ((Z)-5-((2-(4-(aminomethyl)piperidin-1-yl)-6-methoxypyrimidin-4-yl)methylene)thiazolidine-2,4-dione), S1C=C(C=C1)C1=CC=CC(=N1)C=O (6-(thiophen-3-yl)picolinaldehyde). Yields the product COC1=CC(=NC(=N1)N1CCC(CC1)CNCC1=NC(=CC=C1)C1=CSC=C1)\C=C/1\C(NC(S1)=O)=O ((Z)-5-((6-methoxy-2-(4-((((6-(thiophen-3-yl)pyridin-2-yl)methyl)amino)methyl)piperidin-1-yl)pyrimidin-4-yl)methylene)thiazolidine-2,4-dione). Reaction SMILES: [NH2:1][CH2:2][CH:3]1[CH2:8][CH2:7][N:6]([C:9]2[N:14]=[C:13](/[CH:15]=[C:16]3/[C:17](=[O:22])[NH:18][C:19](=[O:21])[S:20]/3)[CH:12]=[C:11]([O:23][CH3:24])[N:10]=2)[CH2:5][CH2:4]1.[S:25]1[CH:29]=[CH:28][C:27]([C:30]2[N:35]=[C:34]([CH:36]=O)[CH:33]=[CH:32][CH:31]=2)=[CH:26]1>>[CH3:24][O:23][C:11]1[N:10]=[C:9]([N:6]2[CH2:7][CH2:8][CH:3]([CH2:2][NH:1][CH2:36][C:34]3[CH:33]=[CH:32][CH:31]=[C:30]([C:27]4[CH:28]=[CH:29][S:25][CH:26]=4)[N:35]=3)[CH2:4][CH2:5]2)[N:14]=[C:13](/[CH:15]=[C:16]2/[C:17](=[O:22])[NH:18][C:19](=[O:21])[S:20]/2)[CH:12]=1. Starting materials: O (water), C1(=CC=CC=C1)S (benzenethiol), C(CCCCCCCCCCC)SCCC(=O)OC(CSCCCCCCCCCCCC)CSCCCCCCCCCCCC (1,3-bis-(dodecylthio)-2-propyl 3-(dodecylthio)propionate), C(C=C)(=O)[O-] (acrylate), C1(=CC=CC=C1)S (benzenethiol). Run in C(C)O (ethanol). Yields the product C(C=C)(=O)OC(CSC1=CC=CC=C1)CSC1=CC=CC=C1 (1,3-bis(phenylthio)-2-propyl acrylate), C1(=CC=CC=C1)SCCC(=O)OC(CSC1=CC=CC=C1)CSC1=CC=CC=C1 (1,3-bis-(phenylthio)-2-propyl 3-(phenylthio)propionate). As a reaction SMILES: C1(S)C=CC=CC=1.[CH2:8]([S:20][CH2:21][CH2:22][C:23]([O:25][CH:26]([CH2:41][S:42][CH2:43][CH2:44][CH2:45][CH2:46][CH2:47][CH2:48]CCCCCC)[CH2:27][S:28][CH2:29][CH2:30][CH2:31][CH2:32][CH2:33][CH2:34]CCCCCC)=[O:24])[CH2:9][CH2:10][CH2:11][CH2:12][CH2:13]CCCCCC.C([O-])(=O)C=C.O>C(O)C>[C:23]([O:25][CH:26]([CH2:27][S:28][C:29]1[CH:30]=[CH:31][CH:32]=[CH:33][CH:34]=1)[CH2:41][S:42][C:43]1[CH:44]=[CH:45][CH:46]=[CH:47][CH:48]=1)(=[O:24])[CH:22]=[CH2:21].[C:8]1([S:20][CH2:21][CH2:22][C:23]([O:25][CH:26]([CH2:27][S:28][C:29]2[CH:30]=[CH:31][CH:32]=[CH:33][CH:34]=2)[CH2:41][S:42][C:43]2[CH:44]=[CH:45][CH:46]=[CH:47][CH:48]=2)=[O:24])[CH:9]=[CH:10][CH:11]=[CH:12][CH:13]=1. Procedure: 1,3-bis(phenylthio)-2-propyl acrylate was prepared by using benzenethiol in place of dodecanethiol in the procedures described in Steps (1) and (2) of Example 1. A solution of 15 grams of the acrylate, 5 grams of benzenethiol, and 1 milliliter of "Triton B" in 75 milliliters of ethanol was heated under reflux for 51/2 hours. The reaction mixture was allowed to cool and was then poured into water. The oil which precipitated was separated by extraction with toluene. The toluene solution was stripp... Starting materials: C1CCNCC1, CN(C)C=O, O=[N+]([O-])c1ccccc1F, O. Product: O=[N+]([O-])c1ccccc1N1CCCCC1. RXN SMILES: [CH2:1]1[CH2:2][CH2:3][NH:4][CH2:5][CH2:6]1.[CH3:7][N:8]([CH3:9])[CH:10]=[O:11].[F:12][c:13]1[c:14]([N+:19](=[O:20])[O-:21])[cH:15][cH:16][cH:17][cH:18]1.[OH2:22]>>[CH2:1]1[CH2:2][CH2:3][N:4]([c:13]2[c:14]([N+:19](=[O:20])[O-:21])[cH:15][cH:16][cH:17][cH:18]2)[CH2:5][CH2:6]1. Reactants: COc1cc2nc(-c3cccc([N+](=O)[O-])c3)nc(Cl)c2cc1OC(C)=O, CC(C)O, CC(C)(C)OC(=O)n1ncc2cc(N)ccc21. The product is COc1cc2nc(-c3cccc([N+](=O)[O-])c3)nc(Nc3ccc4c(cnn4C(=O)OC(C)(C)C)c3)c2cc1OC(C)=O. As a reaction SMILES: [C:1]([CH3:2])(=[O:3])[O:4][c:5]1[cH:6][c:7]2[c:8]([Cl:26])[n:9][c:10](-[c:17]3[cH:18][c:19]([N+:23](=[O:24])[O-:25])[cH:20][cH:21][cH:22]3)[n:11][c:12]2[cH:13][c:14]1[O:15][CH3:16].[CH:44]([OH:45])([CH3:46])[CH3:47].[NH2:27][c:28]1[cH:29][c:30]2[cH:31][n:32][n:33]([C:37](=[O:38])[O:39][C:40]([CH3:41])([CH3:42])[CH3:43])[c:34]2[cH:35][cH:36]1>>[C:1]([CH3:2])(=[O:3])[O:4][c:5]1[cH:6][c:7]2[c:8]([NH:27][c:28]3[cH:29][c:30]4[cH:31][n:32][n:33]([C:37](=[O:38])[O:39][C:40]([CH3:41])([CH3:42])[CH3:43])[c:34]4[cH:35][cH:36]3)[n:9][c:10](-[c:17]3[cH:18][c:19]([N+:23](=[O:24])[O-:25])[cH:20][cH:21][cH:22]3)[n:11][c:12]2[cH:13][c:14]1[O:15][CH3:16].